This data is from the Open Reaction Database (ORD), a public repository of structured organic reaction records. The task is: describe an organic reaction: reactants, conditions, products, and yield The reactants are Cc1ccccc1, O=C(Cl)Cl, COCc1cc(N)cc(Cl)c1OCCCC#N. Product: COCc1cc(N=C=O)cc(Cl)c1OCCCC#N. RXN SMILES: [CH3:22][c:23]1[cH:24][cH:25][cH:26][cH:27][cH:28]1.[Cl:18][C:19]([Cl:20])=[O:21].[Cl:1][c:2]1[cH:3][c:4]([NH2:5])[cH:6][c:7]([CH2:15][O:16][CH3:17])[c:8]1[O:9][CH2:10][CH2:11][CH2:12][C:13]#[N:14]>>[Cl:1][c:2]1[cH:3][c:4]([N:5]=[C:19]=[O:21])[cH:6][c:7]([CH2:15][O:16][CH3:17])[c:8]1[O:9][CH2:10][CH2:11][CH2:12][C:13]#[N:14]. Reactants: COC1=C(C=CC(=C1)[N+](=O)[O-])N1C=NC(=C1)CO ([1-(2-Methoxy-4-nitro-phenyl)-1H-imidazol-4-yl]methanol), stannous chloride. Run in C(C)(=O)OCC (ethyl acetate), CO (methanol), C(O)([O-])=O.[Na+] (sodium hydrogencarbonate). Reported procedure: [1-(2-Methoxy-4-nitro-phenyl)-1H-imidazol-4-yl]methanol (500 mg, 2.0 mmol) and stannous chloride dehydrate (2.35 g, 10.4 mmol) were suspended in a mixture of 40 ml of ethyl acetate and 20 ml of methanol. The reaction mixture was refluxed for 1 hour, cooled to room temperature and diluted with acquous sodium hydrogencarbonate solution. Extraction with ethyl acetate gives the title compound (311 mg, 71%) as a yellowish viscous oil. Isolated yield 70.9%. Yields the product NC1=CC(=C(C=C1)N1C=NC(=C1)CO)OC ([1-(4-Amino-2-methoxy-phenyl)-1H-imidazol-4-yl]methanol). RXN SMILES: [CH3:1][O:2][C:3]1[CH:8]=[C:7]([N+:9]([O-])=O)[CH:6]=[CH:5][C:4]=1[N:12]1[CH:16]=[C:15]([CH2:17][OH:18])[N:14]=[CH:13]1>C(OCC)(=O)C.CO.C(=O)([O-])O.[Na+]>[NH2:9][C:7]1[CH:6]=[CH:5][C:4]([N:12]2[CH:16]=[C:15]([CH2:17][OH:18])[N:14]=[CH:13]2)=[C:3]([O:2][CH3:1])[CH:8]=1 |f:3.4|. Reactants: COC=1C=CC(=CC1)C=O (anisaldehyde), C([O-])([O-])=O.[K+].[K+] (potassium carbonate), [Br-].C1(=CC=CC=C1)[PH+](C1=CC=CC=C1)C1=CC=CC=C1 (triphenyl phosphonium bromide). Run in C1COCCO1 (dioxane-1,4). Product: C1(=CC=C(C=CC)C=C1)OC (Anethole). As a reaction SMILES: [CH3:1][O:2][C:3]1[CH:4]=[CH:5][C:6]([CH:9]=O)=[CH:7][CH:8]=1.C(=O)([O-])[O-].[K+].[K+].[Br-].[C:18]1([PH+](C2C=CC=CC=2)C2C=CC=CC=2)C=CC=C[CH:19]=1>C1OCCOC1>[C:3]1([O:2][CH3:1])[CH:4]=[CH:5][C:6]([CH:9]=[CH:18][CH3:19])=[CH:7][CH:8]=1 |f:1.2.3,4.5|. Procedure details: Anethole is synthesized starting from anisaldehyde in the presence of potassium carbonate and ethyle triphenyl phosphonium bromide in dioxane-1,4. The reactants are [BH4-], CO, [Na+], O=C1CCCCCCCCCCC(=O)OCCC1, O. Product: O=C1CCCCCCCCCCC(O)CCCO1. Reaction SMILES: [BH4-:19].[CH3:22][OH:23].[Na+:20].[O:1]=[C:2]1[CH2:3][CH2:4][CH2:5][CH2:6][CH2:7][CH2:8][CH2:9][CH2:10][CH2:11][CH2:12][C:13](=[O:14])[O:15][CH2:16][CH2:17][CH2:18]1.[OH2:21]>>[OH:1][CH:2]1[CH2:3][CH2:4][CH2:5][CH2:6][CH2:7][CH2:8][CH2:9][CH2:10][CH2:11][CH2:12][C:13](=[O:14])[O:15][CH2:16][CH2:17][CH2:18]1. As a reaction SMILES: [C:1]([O:4][C:5]1[C:10]([CH3:11])=[C:9]([CH3:12])[C:8]([OH:13])=[C:7]([C:14](=[O:16])[CH3:15])[C:6]=1[CH2:17][CH3:18])(=[O:3])[CH3:2].[C:19]1(=O)[CH2:22][CH2:21][CH2:20]1.N1CCCC1>C1(C)C=CC=CC=1>[C:1]([O:4][C:5]1[C:6]([CH2:17][CH3:18])=[C:7]2[C:8](=[C:9]([CH3:12])[C:10]=1[CH3:11])[O:13][C:19]1([CH2:22][CH2:21][CH2:20]1)[CH2:15][C:14]2=[O:16])(=[O:3])[CH3:2]. Reported procedure: To a solution of 3-acetyl-2-ethyl-4-hydroxy-5,6-dimethylphenyl acetate (3.5 g) in 20 mL of toluene was added cyclobutanone (1.16 mL) and pyrrolidine (1.4 mL). The reaction was allowed to reflux for 2 hours and Dean-Stark apparatus was used to remove water from the reaction. After the reaction was complete, the mixture was extracted with ethyl acetate and then was washed with 1N HCl and water. The organic layer was dried over anhydrous Na2SO4 and concentrated in vacuo to give 5-ethyl-7,8-dimethyl... The reactants are C(C)(=O)OC1=C(C(=C(C(=C1C)C)O)C(C)=O)CC (3-acetyl-2-ethyl-4-hydroxy-5,6-dimethylphenyl acetate), C1(CCC1)=O (cyclobutanone), N1CCCC1 (pyrrolidine). The product is C(C)(=O)OC=1C(=C2C(CC3(CCC3)OC2=C(C1C)C)=O)CC (5-ethyl-7,8-dimethyl-4-oxo-3,4-dihydrospiro[chromene-2,1′-cyclobutan]-6-yl acetate). The solvent is C1(=CC=CC=C1)C (toluene). Starting materials: resultant mixture, CC=1C=C(OCC(C)=O)C=C(C1)C (1-(3,5-dimethylphenoxy)-2-propanone), S(=O)(=O)(O)O.NO (hydroxylamine sulfate), C(O)([O-])=O.[Na+] (sodium hydrogencarbonate), O (water). Run in C(C)O (ethanol). Product: CC=1C=C(OCC(C)=NO)C=C(C1)C (1-(3,5-dimethylphenoxy)-2-propanone oxime). Yield: 155.2%. Reaction SMILES: [CH3:1][C:2]1[CH:3]=[C:4]([CH:10]=[C:11]([CH3:13])[CH:12]=1)[O:5][CH2:6][C:7](=O)[CH3:8].S(O)(O)(=O)=O.[NH2:19][OH:20].C(=O)([O-])O.[Na+].O>C(O)C>[CH3:1][C:2]1[CH:3]=[C:4]([CH:10]=[C:11]([CH3:13])[CH:12]=1)[O:5][CH2:6][C:7](=[N:19][OH:20])[CH3:8] |f:1.2,3.4|. Reported procedure: 10.0 Grams (56 mmol) of 1-(3,5-dimethylphenoxy)-2-propanone was dissolved in 50 ml of ethanol, and 5.53 g (34 mmol) of hydroxylamine sulfate and 5.66 g (67 mmol) of sodium hydrogencarbonate were added. And, the resultant mixture was stirred at room temperature for 4 hours, and 50 ml of water was added. Ethanol was distilled off under reduced pressure, and the resultant solid precipitate was recovered by filtration, washed with water and dried to give 10.2 g of 1-(3,5-dimethylphenoxy)-2-propanone... The reactants are Cl (hydrochloric acid), [H-].[Na+] (Sodium hydride), C(C)(C)(C)C1=CC=C(C(=O)NC=2C=C(C=CC2)S(=O)(=O)O)C=C1 (3-(4-tertbutylbenzamido)benzenesulfonic acid), IC (iodomethane). Solvent: C1CCOC1 (THF). Reaction conditions: time 17 hour. Product: C(C)(C)(C)C1=CC=C(C(=O)N(C)C=2C=C(C=CC2)S(=O)(=O)O)C=C1 (3-(4-tert-butyl-N-methylbenzamido)benzenesulfonic acid). Yield: 23.0%. Reaction SMILES: [H-].[Na+].[C:3]([C:7]1[CH:25]=[CH:24][C:10]([C:11]([NH:13][C:14]2[CH:15]=[C:16]([S:20]([OH:23])(=[O:22])=[O:21])[CH:17]=[CH:18][CH:19]=2)=[O:12])=[CH:9][CH:8]=1)([CH3:6])([CH3:5])[CH3:4].I[CH3:27].Cl>C1COCC1>[C:3]([C:7]1[CH:25]=[CH:24][C:10]([C:11]([N:13]([C:14]2[CH:15]=[C:16]([S:20]([OH:23])(=[O:22])=[O:21])[CH:17]=[CH:18][CH:19]=2)[CH3:27])=[O:12])=[CH:9][CH:8]=1)([CH3:6])([CH3:4])[CH3:5] |f:0.1|. Procedure details: Sodium hydride (26 mg, 0.66 mmol) was added to a stirred solution of 3-(4-tertbutylbenzamido)benzenesulfonic acid (0.10 g, 0.30 mmol) in THF (5 mL), and after 30 min iodomethane (37 μL, 0.60 mmol) was added. The reaction was stirred for 17 h, and 1 M aqueous hydrochloric acid (1 mL) was added. The solvent was removed under vacuum, and the residue was purified by preparative reverse phase HPLC using 10%-99% CH3CN (0.035% TFA)/H2O (0.05% TFA) to give 3-(4-tert-butyl-N-methylbenzamido)benzenesulfon... Reactants: C1CCNC1, C1=CC(=C(C=C1F)C=O)Br. The reagents and catalysts are C(=O)([O-])[O-].[Cs+].[Cs+], C1=CC=C(C=C1)P(C2=CC=CC=C2)C3=C(C4=CC=CC=C4C=C3)C5=C(C=CC6=CC=CC=C65)P(C7=CC=CC=C7)C8=CC=CC=C8, CC(=O)O.CC(=O)O.[Pd]. Run in CC1=CC=CC=C1. Reaction conditions: temperature 95 celsius. Product: C1CCN(C1)C2=C(C=C(C=C2)F)C=O. Isolated yield 0.0%. Procedure: To a mixture of pyrrolidine (328 mg, 3.05 mmol), 2-bromo-4-fluorobenzaldehyde (619 mg, 3.05 mmol) in toluene (10 ml) was added Cs2CO3 (2.48g, 7.62 mmol), BINAP (95 mg ) and palladium(II) acetate (35 mg) was added. The mixture was purged with Ar for 5 min, then heated at 95 oC for 4 hrs. After cooled to RT, EtOAc (30 mL) was added. The organic layer was washed with water (3 x 30 mL), brine (30 mL), dried over MgSO4, filetred and concentrated. The residue was purified via combiflush (0 - 20% EtOAc... The reactants are C(#N)CCN(CC(=O)NCCC1=CC2=C(OCO2)C=C1)C1=NC(=NC(=C1)C)N1C=NC=C1 (2-[(2-cyanoethyl)[2-(1H-imidazol-1-yl)-6-methyl-4-pyrimidinyl]amino]-N-[2-(1,3-benzodioxol-5-yl)ethyl]acetamide), N (ammonia). The reagents and catalysts are [Ni] (Raney nickel). Run in CO (MeOH). Run at time 16 hour. The product is NCCCN(CC(=O)NCCC1=CC2=C(OCO2)C=C1)C1=NC(=NC(=C1)C)N1C=NC=C1 (2-[(3-aminopropyl)[2-(1H-imidazol-1-yl)-6-methyl-4-pyrimidinyl]amino]-N-[2-(1,3-benzodioxol-5-yl)ethyl]acetamide). As a reaction SMILES: [C:1]([CH2:3][CH2:4][N:5]([C:21]1[CH:26]=[C:25]([CH3:27])[N:24]=[C:23]([N:28]2[CH:32]=[CH:31][N:30]=[CH:29]2)[N:22]=1)[CH2:6][C:7]([NH:9][CH2:10][CH2:11][C:12]1[CH:20]=[CH:19][C:15]2[O:16][CH2:17][O:18][C:14]=2[CH:13]=1)=[O:8])#[N:2].N>CO.[Ni]>[NH2:2][CH2:1][CH2:3][CH2:4][N:5]([C:21]1[CH:26]=[C:25]([CH3:27])[N:24]=[C:23]([N:28]2[CH:32]=[CH:31][N:30]=[CH:29]2)[N:22]=1)[CH2:6][C:7]([NH:9][CH2:10][CH2:11][C:12]1[CH:20]=[CH:19][C:15]2[O:16][CH2:17][O:18][C:14]=2[CH:13]=1)=[O:8]. Procedure: To 2-[(2-cyanoethyl)[2-(1H-imidazol-1-yl)-6-methyl-4-pyrimidinyl]amino]-N-[2-(1,3-benzodioxol-5-yl)ethyl]acetamide (2.5 g, 5.8 mmol) (a compound of formula (Yc3)) in MeOH (50 mL) was bubbled ammonia. Raney nickel (1.0 g of a 50% slurry) was added and the reaction was placed on a Parr hydrogenator at 50 psi. After shaking for 16 hours, the pressure was released and the reaction mixture was suction filtered through Celite. The solvent was removed in vacuo and the residue was chromatographed on sil...